This data is from the Open Reaction Database (ORD), a public repository of structured organic reaction records. The task is: describe an organic reaction: reactants, conditions, products, and yield Reactants: C(=O)(OCC1=CC=CC=C1)N[C@H](C)C(=O)O (N-Cbz-D-alanine), S(O)(O)(=O)=O (sulfuric acid), CC1=CCCC1 (1-methylcyclopentene). Solvent: ClCCl (dichloromethane), ClCCl (dichloromethane). Conditions: time 5 day. Product: CC1(CCCC1)OC([C@H](NC(=O)OCC1=CC=CC=C1)C)=O (N-carbobenzoxy-D-alanine(1-methyl-1-cyclopentyl)ester). As a reaction SMILES: [C:1]([NH:11][C@@H:12]([C:14]([OH:16])=[O:15])[CH3:13])([O:3][CH2:4][C:5]1[CH:10]=[CH:9][CH:8]=[CH:7][CH:6]=1)=[O:2].S(=O)(=O)(O)O.[CH3:22][C:23]1[CH2:27][CH2:26][CH2:25][CH:24]=1>ClCCl>[CH3:22][C:23]1([O:15][C:14](=[O:16])[C@@H:12]([CH3:13])[NH:11][C:1]([O:3][CH2:4][C:5]2[CH:10]=[CH:9][CH:8]=[CH:7][CH:6]=2)=[O:2])[CH2:27][CH2:26][CH2:25][CH2:24]1. Reported procedure: To a magnetically stirred solution of 22.3 g (0.1 mol) N-Cbz-D-alanine in 50 mls of dry dichloromethane containing 0.5 mls of concentrated sulfuric acid at 0° C., was added dropwise a 10 g (0.1 mol) sample of 1-methylcyclopentene in 50 mls of dichloromethane. After 5 days of stirring at room temperature, the mixture was heated to reflux for 4 hours, after which the reaction was cooled to room temperature, washed with 100 mls of saturated NaHCO3, 100 mls of water and dried over MgSO4. Filtration ...